This data is from the Open Reaction Database (ORD), a public repository of structured organic reaction records. The task is: describe an organic reaction: reactants, conditions, products, and yield Starting materials: COC(=O)C1(CN2CCC(CNC(=O)OC(C)(C)C)CC2)CCOCC1, CO, Cl, [Na+], [OH-]. The product is CC(C)(C)OC(=O)NCC1CCN(CC2(C(=O)O)CCOCC2)CC1. Reaction SMILES: [C:1]([CH3:2])([CH3:3])([CH3:4])[O:5][C:6](=[O:7])[NH:8][CH2:9][CH:10]1[CH2:11][CH2:12][N:13]([CH2:16][C:17]2([C:23](=[O:24])[O:25][CH3:26])[CH2:18][CH2:19][O:20][CH2:21][CH2:22]2)[CH2:14][CH2:15]1.[CH3:28][OH:29].[ClH:27].[Na+:31].[OH-:30]>>[C:1]([CH3:2])([CH3:3])([CH3:4])[O:5][C:6](=[O:7])[NH:8][CH2:9][CH:10]1[CH2:11][CH2:12][N:13]([CH2:16][C:17]2([C:23](=[O:24])[OH:25])[CH2:18][CH2:19][O:20][CH2:21][CH2:22]2)[CH2:14][CH2:15]1. Reactants: C1(CCCCC1)C1=CC=C(C=C1)N1CCNCC1 (1-(4-cyclohexylphenyl)piperazine), ClCCC(=O)Cl (3-chloropropionyl chloride). Product: ClCCC(=O)N1CCN(CC1)C1=CC=C(C=C1)C1CCCCC1 (3-chloro-1-(4-(4-cyclohexylphenyl)piperazin-1-yl)propan-1-one). Reaction SMILES: [CH:1]1([C:7]2[CH:12]=[CH:11][C:10]([N:13]3[CH2:18][CH2:17][NH:16][CH2:15][CH2:14]3)=[CH:9][CH:8]=2)[CH2:6][CH2:5][CH2:4][CH2:3][CH2:2]1.[Cl:19][CH2:20][CH2:21][C:22](Cl)=[O:23]>>[Cl:19][CH2:20][CH2:21][C:22]([N:16]1[CH2:15][CH2:14][N:13]([C:10]2[CH:11]=[CH:12][C:7]([CH:1]3[CH2:2][CH2:3][CH2:4][CH2:5][CH2:6]3)=[CH:8][CH:9]=2)[CH2:18][CH2:17]1)=[O:23]. Reported procedure: A target compound (2.2 g, 6.569 mmol) was yielded as white solid in the same manner as Reference Example 13 by reacting 1-(4-cyclohexylphenyl)piperazine (2.01 g, 8.224 mmol) with 3-chloropropionyl chloride (0.79 mL, 8.224 mmol) and purifying by separation through column chromatography (EtOAc:hexane:CH2Cl2, 1:1:5). Reactants: hydrochloride salt, ClC=1C=C(C=CC1)C1=CC(=CC=2CC(OC21)COS(=O)(=O)C2=CC=C(C=C2)C)C2=CC=CC=C2 ((±)-{[7-(3-chlorophenyl)-5-phenyl-2,3-dihydro-1-benzofuran-2-yl]methyl}4-methylbenzenesulfonate), CN (methylamine). Product: ClC=1C=C(C=CC1)C1=CC(=CC=2CC(OC21)CNC)C2=CC=CC=C2 ((±)-{[7-(3-chlorophenyl)-5-phenyl-2,3-dihydro-1-benzofuran-2-yl]methyl}methylamine). RXN SMILES: [Cl:1][C:2]1[CH:3]=[C:4]([C:8]2[C:16]3[O:15][CH:14]([CH2:17]OS(C4C=CC(C)=CC=4)(=O)=O)[CH2:13][C:12]=3[CH:11]=[C:10]([C:29]3[CH:34]=[CH:33][CH:32]=[CH:31][CH:30]=3)[CH:9]=2)[CH:5]=[CH:6][CH:7]=1.[CH3:35][NH2:36]>>[Cl:1][C:2]1[CH:3]=[C:4]([C:8]2[C:16]3[O:15][CH:14]([CH2:17][NH:36][CH3:35])[CH2:13][C:12]=3[CH:11]=[C:10]([C:29]3[CH:34]=[CH:33][CH:32]=[CH:31][CH:30]=3)[CH:9]=2)[CH:5]=[CH:6][CH:7]=1. Reported procedure: The title compound was prepared (0.055 g, 69%) following the general procedure of Example 390 as a white solid, hydrochloride salt from (±)-{[7-(3-chlorophenyl)-5-phenyl-2,3-dihydro-1-benzofuran-2-yl]methyl}4-methylbenzenesulfonate (0.10 g, 0.20 mmol) and methylamine (0.30 g, 9.8 mmol). mp 211-214° C.